Dataset: the Open Reaction Database (ORD), a public repository of structured organic reaction records. Task: describe an organic reaction: reactants, conditions, products, and yield Procedure: The title compound was synthesized in analogy to Example 1, using 5-chloro-4-cyclopropylmethoxy-pyridine-2-carboxylic acid and 1-(aminomethyl)-cyclohexanol (CAN 4000-72-0) as starting materials and isolated (19.2 mg, 57%) as white solid; MS (ESI, m/z): 339.1 (MH+). Starting materials: ClC=1C(=CC(=NC1)C(=O)O)OCC1CC1 (5-chloro-4-cyclopropylmethoxy-pyridine-2-carboxylic acid), NCC1(CCCCC1)O (1-(aminomethyl)-cyclohexanol). As a reaction SMILES: [Cl:1][C:2]1[C:3]([O:11][CH2:12][CH:13]2[CH2:15][CH2:14]2)=[CH:4][C:5]([C:8]([OH:10])=O)=[N:6][CH:7]=1.[NH2:16][CH2:17][C:18]1([OH:24])[CH2:23][CH2:22][CH2:21][CH2:20][CH2:19]1>>[OH:24][C:18]1([CH2:17][NH:16][C:8]([C:5]2[CH:4]=[C:3]([O:11][CH2:12][CH:13]3[CH2:15][CH2:14]3)[C:2]([Cl:1])=[CH:7][N:6]=2)=[O:10])[CH2:23][CH2:22][CH2:21][CH2:20][CH2:19]1. Yields the product OC1(CCCCC1)CNC(=O)C1=NC=C(C(=C1)OCC1CC1)Cl (5-Chloro-4-cyclopropylmethoxy-pyridine-2-carboxylic acid (1-hydroxy-cyclohexylmethyl)-amide). Starting materials: Cc1ccccc1, CCOC(C)=O, [Cl-], O=C(c1ccccc1)c1ccc([N+](=O)[O-])c(Cl)c1, N#C[Cu], CN(C)C=O, O. The product is N#Cc1cc(C(=O)c2ccccc2)ccc1[N+](=O)[O-]. Reaction SMILES: [CH3:29][c:30]1[cH:31][cH:32][cH:33][cH:34][cH:35]1.[CH3:36][CH2:37][O:38][C:39](=[O:40])[CH3:41].[Cl-:22].[Cl:1][c:2]1[cH:3][c:4]([C:5](=[O:6])[c:7]2[cH:8][cH:9][cH:10][cH:11][cH:12]2)[cH:13][cH:14][c:15]1[N+:16](=[O:17])[O-:18].[Cu:19][C:20]#[N:21].[O:24]=[CH:25][N:26]([CH3:27])[CH3:28].[OH2:23]>>[c:2]1([C:20]#[N:21])[cH:3][c:4]([C:5](=[O:6])[c:7]2[cH:8][cH:9][cH:10][cH:11][cH:12]2)[cH:13][cH:14][c:15]1[N+:16](=[O:17])[O-:18]. The reactants are ice water, CO (methanol), C1(=CC=C(C=C1)S(=O)(=O)Cl)C (p-Toluenesulfonyl chloride), IC=1C=CC(=NC1)N (5-iodo-2-aminopyridine), resultant solution. Run in N1=CC=CC=C1 (pyridine). The product is IC=1C=CC(=NC1)NS(=O)(=O)C1=CC=C(C=C1)C (5-Iodo-2-p-toluenesulfonamidopyridine). RXN SMILES: [C:1]1([CH3:11])[CH:6]=[CH:5][C:4]([S:7](Cl)(=[O:9])=[O:8])=[CH:3][CH:2]=1.[I:12][C:13]1[CH:14]=[CH:15][C:16]([NH2:19])=[N:17][CH:18]=1.CO>N1C=CC=CC=1>[I:12][C:13]1[CH:14]=[CH:15][C:16]([NH:19][S:7]([C:4]2[CH:5]=[CH:6][C:1]([CH3:11])=[CH:2][CH:3]=2)(=[O:9])=[O:8])=[N:17][CH:18]=1. Reported procedure: p-Toluenesulfonyl chloride (2.00 g, 10.4 mmol) was added to a solution of 5-iodo-2-aminopyridine (2.50 g, 11.4 mmol) in 6 mL of pyridine, and the resultant solution was warmed at 90° C. for 18 h. After cooling to room temperature, the solution was added portionwise to 75 mL of ice-water with stirring. The resultant precipitate was collected, washed with water, and dried in vacuo to afford a pale yellow powder, which was stirred with 20 mL of methanol for several minutes. The solid product was th... Reactants: C(C1=CC=CC=C1)OC([C@H](CC1=CC(=C(C=C1)OCC(=O)OCC)CC(=O)OCC)NC(=O)OC(C)(C)C)=O ((S)-2-tert-butoxycarbonylamino-3-(4-ethoxycarbonylmethoxy-3-ethoxycarbonylmethyl-phenyl)-propionic acid benzyl ester). The reagents and catalysts are [Pd] (Pd/C). Solvent: CO (MeOH). Run at time 18 hour. Product: C(C)(C)(C)OC(=O)N[C@H](C(=O)O)CC1=CC(=C(C=C1)OCC(=O)OCC)CC(=O)OCC ((S)-2-tert-Butoxycarbonylamino-3-(4-ethoxycarbonylmethoxy-3-ethoxycarbonylmethyl-phenyl)-propionic acid). The yield is 77.8%. Reaction SMILES: C([O:8][C:9](=[O:39])[C@@H:10]([NH:31][C:32]([O:34][C:35]([CH3:38])([CH3:37])[CH3:36])=[O:33])[CH2:11][C:12]1[CH:17]=[CH:16][C:15]([O:18][CH2:19][C:20]([O:22][CH2:23][CH3:24])=[O:21])=[C:14]([CH2:25][C:26]([O:28][CH2:29][CH3:30])=[O:27])[CH:13]=1)C1C=CC=CC=1>CO.[Pd]>[C:35]([O:34][C:32]([NH:31][C@@H:10]([CH2:11][C:12]1[CH:17]=[CH:16][C:15]([O:18][CH2:19][C:20]([O:22][CH2:23][CH3:24])=[O:21])=[C:14]([CH2:25][C:26]([O:28][CH2:29][CH3:30])=[O:27])[CH:13]=1)[C:9]([OH:39])=[O:8])=[O:33])([CH3:38])([CH3:36])[CH3:37]. Procedure details: To a solution of (S)-2-tert-butoxycarbonylamino-3-(4-ethoxycarbonylmethoxy-3-ethoxycarbonylmethyl-phenyl)-propionic acid benzyl ester (796 mg, 1.46 mmol) in MeOH (8 mL) was added 10% Pd/C (4 mg). The heterogeneous mixture was degassed under reduced pressure and allowed to stir at rt for 18 h under H2. The catalyst was removed by filtration and the filtrate evaporated to dryness to give the product as a colorless foam (515 mg, 78%) Electrospray Mass Spectrum (50/50 acetonitrile/water) m/z 476 (M+... RXN SMILES: O[CH2:2][CH:3]1[CH2:8][CH2:7][CH2:6][N:5]([C:9]([O:11][CH2:12][C:13]2[CH:18]=[CH:17][CH:16]=[CH:15][CH:14]=2)=[O:10])[CH2:4]1.C(Br)(Br)(Br)[Br:20]>>[Br:20][CH2:2][CH:3]1[CH2:8][CH2:7][CH2:6][N:5]([C:9]([O:11][CH2:12][C:13]2[CH:18]=[CH:17][CH:16]=[CH:15][CH:14]=2)=[O:10])[CH2:4]1. The reactants are OCC1CN(CCC1)C(=O)OCC1=CC=CC=C1 (benzyl 3-(hydroxymethyl)-1-piperidinecarboxylate), C(Br)(Br)(Br)Br (carbon tetrabromide). Procedure: The title compound was prepared by the method of Preparation 9 from benzyl 3-(hydroxymethyl)-1-piperidinecarboxylate [Preparation 59] and carbon tetrabromide. The crude product was purified by column chromatography on silica gel eluting with a solvent gradient of 0:100 changing to 80:20, by volume ethyl acetate:hexane, in 10% increments, to afford benzyl 3-(bromomethyl)-1-piperidinecarboxylate as an oil. Yields the product BrCC1CN(CCC1)C(=O)OCC1=CC=CC=C1 (benzyl 3-(bromomethyl)-1-piperidinecarboxylate).